Dataset: the Open Reaction Database (ORD), a public repository of structured organic reaction records. Task: describe an organic reaction: reactants, conditions, products, and yield Reactants: [OH-].[Na+] (sodium hydroxide), COC1=C(C(=O)OC)C=CC(=C1)C1=CC=CC=C1 (methyl 2-methoxy-4-phenylbenzoate). The solvent is CO (methanol). Yields the product COC1=C(C(=O)O)C=CC(=C1)C1=CC=CC=C1 (2-Methoxy-4-phenylbenzoic acid). Isolated yield 96.2%. As a reaction SMILES: [OH-].[Na+].[CH3:3][O:4][C:5]1[CH:14]=[C:13]([C:15]2[CH:20]=[CH:19][CH:18]=[CH:17][CH:16]=2)[CH:12]=[CH:11][C:6]=1[C:7]([O:9]C)=[O:8]>CO>[CH3:3][O:4][C:5]1[CH:14]=[C:13]([C:15]2[CH:20]=[CH:19][CH:18]=[CH:17][CH:16]=2)[CH:12]=[CH:11][C:6]=1[C:7]([OH:9])=[O:8] |f:0.1|. Reported procedure: 2N Aqueous sodium hydroxide (5 mL) was added to a solution of methyl 2-methoxy-4-phenylbenzoate (410 mg, 1.69 mmol) in methanol (5 mL), and the mixture was refluxed for 1 hour. After the reaction mixture was cooled to room temperature, the solvent was evaporated under reduced pressure. 2N hydrochloric acid was added to the obtained residue and the separated crystal was filtered to give the title compound (371 mg, 96.0%) as a crude product. Starting materials: [Si](C)(C)(C(C)(C)C)Cl (tert-butyldimethylsilyl chloride), N1C=NC=C1 (imidazole), CN(C)C=O (DMF), NC=1C=C(C=CC1)O (3-aminophenol). The solvent is O (water). Conditions: time 12 hour. Yields the product [Si](C)(C)(C(C)(C)C)OC=1C=C(C=CC1)N (3-(tert-butyl dimethylsilyloxy)phenylamine). Reaction SMILES: [Si:1](Cl)([C:4]([CH3:7])([CH3:6])[CH3:5])([CH3:3])[CH3:2].N1C=CN=C1.CN(C=O)C.[NH2:19][C:20]1[CH:21]=[C:22]([OH:26])[CH:23]=[CH:24][CH:25]=1>O>[Si:1]([O:26][C:22]1[CH:21]=[C:20]([NH2:19])[CH:25]=[CH:24][CH:23]=1)([C:4]([CH3:7])([CH3:6])[CH3:5])([CH3:3])[CH3:2]. Reported procedure: A 250 mL, three-neck, round bottomed flask equipped with a magnetic stirrer was purged with nitrogen and charged with tert-butyldimethylsilyl chloride (12.5 g, 82.8 mmol), imidazole (7.64 g, 112 mmol), and anhydrous DMF (60 mL). 3-aminophenol (10.0 g, 91.7 mmol) was added to the resulting solution. After stirring for 12 h at ambient temperature, the reaction mixture was poured into water (300 mL). The resulting suspension was extracted with hexanes (3×300 mL), and the extracts were combined, dri... Starting materials: COc2cccc(c1ccccc1)c2 (substrate), Cc1ccc([Mg]Br)cc1 (effective_coupling_partner). The reagents and catalysts are C1-CDC. Conditions: temperature 60 celsius, time 4 hour. Yields the product Cc3ccc(c2cccc(c1ccccc1)c2)cc3. Starting materials: CN(C)c1cccc(CN)c1, CC(C)O, CSc1ncnc2cc(N)ncc12. Product: CN(C)c1cccc(CNc2ncnc3cc(N)ncc23)c1. RXN SMILES: [CH3:14][N:15]([c:16]1[cH:17][c:18]([CH2:19][NH2:20])[cH:21][cH:22][cH:23]1)[CH3:24].[CH:25]([OH:26])([CH3:27])[CH3:28].[NH2:1][c:2]1[cH:3][c:4]2[n:5][cH:6][n:7][c:8]([S:12][CH3:13])[c:9]2[cH:10][n:11]1>>[NH2:1][c:2]1[cH:3][c:4]2[n:5][cH:6][n:7][c:8]([NH:20][CH2:19][c:18]3[cH:17][c:16]([N:15]([CH3:14])[CH3:24])[cH:23][cH:22][cH:21]3)[c:9]2[cH:10][n:11]1. The reactants are CN(C1CCNCC1)S(C)(=O)=O, O=C(OC(Cl)(Cl)Cl)OC(Cl)(Cl)Cl, ClCCl, c1ccncc1. Product: CN(C1CCN(C(=O)Cl)CC1)S(C)(=O)=O. RXN SMILES: [CH3:13][N:14]([S:15](=[O:16])(=[O:17])[CH3:18])[CH:19]1[CH2:20][CH2:21][NH:22][CH2:23][CH2:24]1.[Cl:1][C:2]([Cl:3])([O:4][C:5](=[O:6])[O:7][C:8]([Cl:9])([Cl:10])[Cl:11])[Cl:12].[Cl:31][CH2:32][Cl:33].[cH:25]1[cH:26][cH:27][n:28][cH:29][cH:30]1>>[Cl:1][C:2](=[O:4])[N:22]1[CH2:21][CH2:20][CH:19]([N:14]([CH3:13])[S:15](=[O:16])(=[O:17])[CH3:18])[CH2:24][CH2:23]1. Starting materials: CC(C)(C)OC(=O)Nc1ccc(Oc2nc(-c3cccnc3)ncc2C(=O)O)cc1, ClCCl, O=C(O)C(F)(F)F. Yields the product Nc1ccc(Oc2nc(-c3cccnc3)ncc2C(=O)O)cc1. Reaction SMILES: [C:1]([O:2][C:3](=[O:4])[NH:8][c:9]1[cH:10][cH:11][c:12]([O:13][c:14]2[n:15][c:16](-[c:23]3[cH:24][n:25][cH:26][cH:27][cH:28]3)[n:17][cH:18][c:19]2[C:20](=[O:21])[OH:22])[cH:29][cH:30]1)([CH3:5])([CH3:6])[CH3:7].[Cl:38][CH2:39][Cl:40].[F:31][C:32]([F:33])([F:34])[C:35]([OH:36])=[O:37]>>[NH2:8][c:9]1[cH:10][cH:11][c:12]([O:13][c:14]2[n:15][c:16](-[c:23]3[cH:24][n:25][cH:26][cH:27][cH:28]3)[n:17][cH:18][c:19]2[C:20](=[O:21])[OH:22])[cH:29][cH:30]1. Starting materials: ONC(=N)C1=CC(=C(C=C1)C1=CC=CC=C1)C(F)(F)F (N-hydroxy-2-trifluoromethyl-biphenyl-4-carboxamidine), CCN=C=NCCCN(C)C.Cl (EDC.HCl), C=1C=CC2=C(C1)N=NN2O (HOBt), COC1=C(C(=O)O)C=CC(=N1)OC (2,6-Dimethoxy-nicotinic acid). Run at time 16 hour. Procedure details: 2,6-Dimethoxy-nicotinic acid (1 eq) is dissolved in dioxane and EDC.HCl (1.3 eq) and HOBt (1.1 eq) are added. After 30 minutes at room temperature N-hydroxy-2-trifluoromethyl-biphenyl-4-carboxamidine (1 eq) is added and the reaction mixture is kept at 900 degrees Celsius for 16 hours. After removal of the solvent the residue is dissolved in ethyl acetate and extracted with saturated NaHCO3 solution. Title compound is obtained after drying of the organic phase over Na2SO4 on silica gel using c-he... Run in O1CCOCC1 (dioxane). Product: COC1=NC(=CC=C1C1=NC(=NO1)C1=CC(=C(C=C1)C1=CC=CC=C1)C(F)(F)F)OC (2,6-Dimethoxy-3-[3-(2-trifluoromethyl-biphenyl-4-yl)-[1,2,4]oxadiazol-5-yl]-pyridine). As a reaction SMILES: [CH3:1][O:2][C:3]1[N:11]=[C:10]([O:12][CH3:13])[CH:9]=[CH:8][C:4]=1[C:5]([OH:7])=O.CCN=C=NCCCN(C)C.Cl.C1C=CC2N(O)N=NC=2C=1.O[NH:37][C:38]([C:40]1[CH:45]=[CH:44][C:43]([C:46]2[CH:51]=[CH:50][CH:49]=[CH:48][CH:47]=2)=[C:42]([C:52]([F:55])([F:54])[F:53])[CH:41]=1)=[NH:39]>O1CCOCC1>[CH3:1][O:2][C:3]1[C:4]([C:5]2[O:7][N:39]=[C:38]([C:40]3[CH:45]=[CH:44][C:43]([C:46]4[CH:51]=[CH:50][CH:49]=[CH:48][CH:47]=4)=[C:42]([C:52]([F:53])([F:54])[F:55])[CH:41]=3)[N:37]=2)=[CH:8][CH:9]=[C:10]([O:12][CH3:13])[N:11]=1 |f:1.2|.